Task: describe an organic reaction: reactants, conditions, products, and yield. Dataset: the Open Reaction Database (ORD), a public repository of structured organic reaction records Reaction SMILES: [Cl:1][c:2]1[c:3]([S:9][CH3:10])[c:4]([F:8])[cH:5][cH:6][cH:7]1.[O:11]=[C:12]=[O:13].[O:14]1[CH2:15][CH2:16][CH2:17][CH2:18]1>>[Cl:1][c:2]1[c:3]([S:9][CH3:10])[c:4]([F:8])[c:5]([C:12](=[O:11])[OH:13])[cH:6][cH:7]1. Reactants: CSc1c(F)cccc1Cl, O=C=O, C1CCOC1. Yields the product CSc1c(Cl)ccc(C(=O)O)c1F. Yields the product CN(C)C1CCN(c2nc(Cl)nc(NNC(=O)C(CC3CCCC3)CN(O)C=O)c2F)C1(C)C. Starting materials: CO, CN(C)C1CCN(c2nc(Cl)nc(NNC(=O)C(CC3CCCC3)CN(C=O)OCc3ccccc3)c2F)C1(C)C. As a reaction SMILES: [CH3:42][OH:43].[Cl:1][c:2]1[n:3][c:4]([N:32]2[C:33]([CH3:40])([CH3:41])[CH:34]([N:37]([CH3:38])[CH3:39])[CH2:35][CH2:36]2)[c:5]([F:31])[c:6]([NH:8][NH:9][C:10]([CH:11]([CH2:12][N:13]([CH:14]=[O:15])[O:16][CH2:17][c:18]2[cH:19][cH:20][cH:21][cH:22][cH:23]2)[CH2:24][CH:25]2[CH2:26][CH2:27][CH2:28][CH2:29]2)=[O:30])[n:7]1>>[Cl:1][c:2]1[n:3][c:4]([N:32]2[C:33]([CH3:40])([CH3:41])[CH:34]([N:37]([CH3:38])[CH3:39])[CH2:35][CH2:36]2)[c:5]([F:31])[c:6]([NH:8][NH:9][C:10]([CH:11]([CH2:12][N:13]([CH:14]=[O:15])[OH:16])[CH2:24][CH:25]2[CH2:26][CH2:27][CH2:28][CH2:29]2)=[O:30])[n:7]1. Starting materials: NCCNC1=NC=C(C=C1)[N+](=O)[O-] (2-(2-aminoethylamino)-5-nitropyridine), CC(C)(C)C=1C=C(C=C(C1)C(C)(C)C)S[C@H]1[C@@H](CCCC1)SCC(=O)N(CCC1=NC=CC=C1)C (trans-2-[[2-[[3,5-bis(1,1-dimethylethyl)phenyl]thio]cyclohexyl]thio]-N-methyl-N-(2-pyridinylethyl)acetamide). Yields the product CC(C)(C)C=1C=C(C=C(C1)C(C)(C)C)S[C@H]1[C@@H](CCCC1)SCC(=O)NCCNC1=NC=C(C=C1)[N+](=O)[O-] (trans-2-[[2-[[3,5-bis(1,1-dimethylethyl)phenyl]thio]cyclohexyl]thio]-N-[[(5-nitropyridin-2-yl)amino]ethyl]acetamide). RXN SMILES: [NH2:1][CH2:2][CH2:3][NH:4][C:5]1[CH:10]=[CH:9][C:8]([N+:11]([O-:13])=[O:12])=[CH:7][N:6]=1.[CH3:14][C:15]([C:18]1[CH:19]=[C:20]([S:28][C@@H:29]2[CH2:34][CH2:33][CH2:32][CH2:31][C@H:30]2[S:35][CH2:36][C:37](N(C)CCC2C=CC=CN=2)=[O:38])[CH:21]=[C:22]([C:24]([CH3:27])([CH3:26])[CH3:25])[CH:23]=1)([CH3:17])[CH3:16]>>[CH3:27][C:24]([C:22]1[CH:21]=[C:20]([S:28][C@@H:29]2[CH2:34][CH2:33][CH2:32][CH2:31][C@H:30]2[S:35][CH2:36][C:37]([NH:1][CH2:2][CH2:3][NH:4][C:5]2[CH:10]=[CH:9][C:8]([N+:11]([O-:13])=[O:12])=[CH:7][N:6]=2)=[O:38])[CH:19]=[C:18]([C:15]([CH3:14])([CH3:16])[CH3:17])[CH:23]=1)([CH3:25])[CH3:26]. Procedure: Substituting 2-(2-aminoethylamino)-5-nitropyridine for the 2-(2-methylaminoethyl)pyridine of Example 16, and following the procedure described therein, gives trans-2-[[2-[[3,5-bis(1,1-dimethylethyl)phenyl]thio]cyclohexyl]thio]-N-[[(5-nitropyridin-2-yl)amino]ethyl]acetamide. Reactants: [K] (potassium), ClC=1C=NC(NC1)=O (5-chloropyrimid-2-one), C(C#C)Br (propargyl bromide). Solvent: CN(C=O)C (dimethylformamide). Conditions: time 18 hour. Yields the product C(C#C)N1C(N=CC(=C1)Cl)=O (1-Propargyl-5-chloropyrimid-2-one). Isolated yield 56.0%. RXN SMILES: [K].[Cl:2][C:3]1[CH:4]=[N:5][C:6](=[O:9])[NH:7][CH:8]=1.[CH2:10](Br)[C:11]#[CH:12]>CN(C)C=O>[CH2:12]([N:5]1[CH:4]=[C:3]([Cl:2])[CH:8]=[N:7][C:6]1=[O:9])[C:11]#[CH:10] |^1:0|. Procedure: A mixture of the potassium salt of 5-chloropyrimid-2-one (0.009 mol) and propargyl bromide (0.013 mol) in dimethylformamide (40 ml) was stirred at room temperature for 18 h. The solvent was then removed at reduced pressure (1 mm Hg) and the residue was extracted with chloroform (150 ml). The chloroform solution was passed through a column of Al2O3 (Woelm; 30 g, activity III). Evaporation of the chloroform eluates left a solid which was triturated with a little ether before recrystallization from... Starting materials: COC1=C(C(=C(C(=C1)C)C=CC(=CC=CC(=CC(=O)O)C)C)C)C (9-(4-methoxy-2,3,6-trimethyl-phenyl)-3,7-dimethyl-nona-2,4,6,8-tetraen-1-oic acid), C(C)(C)I (isopropyl iodide). Yields the product C(C)OC(C=C(C=CC=C(C=CC1=C(C(=C(C=C1C)OC)C)C)C)C)=O (9-(4-methoxy-2,3,6-trimethyl-phenyl)-3,7-dimethyl-nona-2,4,6,8-tetraen-1-oic acid ethyl ester). Reported procedure: 9-(4-methoxy-2,3,6-trimethyl-phenyl)-3,7-dimethyl-nona-2,4,6,8-tetraen-1-oic acid and isopropyl iodide is converted to As a reaction SMILES: [CH3:1][O:2][C:3]1[CH:8]=[C:7]([CH3:9])[C:6]([CH:10]=[CH:11][C:12]([CH3:22])=[CH:13][CH:14]=[CH:15][C:16]([CH3:21])=[CH:17][C:18]([OH:20])=[O:19])=[C:5]([CH3:23])[C:4]=1[CH3:24].[CH:25](I)(C)[CH3:26]>>[CH2:25]([O:19][C:18](=[O:20])[CH:17]=[C:16]([CH3:21])[CH:15]=[CH:14][CH:13]=[C:12]([CH3:22])[CH:11]=[CH:10][C:6]1[C:7]([CH3:9])=[CH:8][C:3]([O:2][CH3:1])=[C:4]([CH3:24])[C:5]=1[CH3:23])[CH3:26]. Starting materials: C([C@H]1CO1)OC1=C(C(=CC=C1)Cl)C#N ((R)-3-chloro-2-cyanophenyl glycidyl ether), CC(CC1=CC=C(C=C1)OC)(C)N (1,1-dimethyl-(4-methoxyphenyl)ethylamine). The product is Cl.O[C@H](CNC(CC1=CC=C(C=C1)OC)(C)C)COC1=C(C(=CC=C1)Cl)C#N ((R)—N-[2-Hydroxy-3-(3-chloro-2-cyanophenoxy)propyl]-1,1-dimethyl-2-(4-methoxyphenyl)-ethylamine Hydrochloride). Yield: 80.2%. Reaction SMILES: [CH2:1]([O:5][C:6]1[CH:11]=[CH:10][CH:9]=[C:8]([Cl:12])[C:7]=1[C:13]#[N:14])[C@@H:2]1[O:4][CH2:3]1.[CH3:15][C:16]([NH2:27])([CH3:26])[CH2:17][C:18]1[CH:23]=[CH:22][C:21]([O:24][CH3:25])=[CH:20][CH:19]=1>>[ClH:12].[OH:4][C@@H:2]([CH2:1][O:5][C:6]1[CH:11]=[CH:10][CH:9]=[C:8]([Cl:12])[C:7]=1[C:13]#[N:14])[CH2:3][NH:27][C:16]([CH3:26])([CH3:15])[CH2:17][C:18]1[CH:23]=[CH:22][C:21]([O:24][CH3:25])=[CH:20][CH:19]=1 |f:2.3|. Procedure details: Using the method of Example 6, supra, (R)-3-chloro-2-cyanophenyl glycidyl ether (0.7 g, 3.34 mmol) and 1,1-dimethyl-(4-methoxyphenyl)ethylamine (0.72 g, 4.0 mmol) were used to prepare 570 mg of the title compound as a white solid: 1H-NMR (CDCl3) 9.65 (1H, br s), 8.2 (1H, br s), 7.4 (1H, t), 7.15 (2H, d), 7.03 (1H, d), 6.95 (1H, d), 6.8 (2H, d), 4.8 (1H, m), 4.3 (2H, d), 3.75 (3H, s), 3.4 (2H, m), 3.13 (2H, dd), 1.44 (3H, s), 1.40 (3H, s); 13C-NMR 161.9, 159.4, 138.2, 135.1, 132.4, 126.8, 122.8, ... Product: CCOc1cc(C(C)(C)C)ncc1C1=NC(C)(c2ccc(Cl)cc2)C(C)(c2ccc(Cl)cc2)N1C(=O)N1CCC(CC(=O)NCC(C)CC)CC1. Reaction SMILES: [C:1]([CH3:2])([CH3:3])([CH3:4])[c:5]1[cH:6][c:7]([O:44][CH2:45][CH3:46])[c:8]([C:11]2=[N:15][C:14]([CH3:16])([c:17]3[cH:18][cH:19][c:20]([Cl:23])[cH:21][cH:22]3)[C:13]([CH3:24])([c:25]3[cH:26][cH:27][c:28]([Cl:31])[cH:29][cH:30]3)[N:12]2[C:32](=[O:33])[N:34]2[CH2:35][CH2:36][CH:37]([CH2:40][C:41](=[O:42])[OH:43])[CH2:38][CH2:39]2)[cH:9][n:10]1.[CH3:47][CH:48]([CH2:49][NH2:50])[CH2:51][CH3:52]>>[C:1]([CH3:2])([CH3:3])([CH3:4])[c:5]1[cH:6][c:7]([O:44][CH2:45][CH3:46])[c:8]([C:11]2=[N:15][C:14]([CH3:16])([c:17]3[cH:18][cH:19][c:20]([Cl:23])[cH:21][cH:22]3)[C:13]([CH3:24])([c:25]3[cH:26][cH:27][c:28]([Cl:31])[cH:29][cH:30]3)[N:12]2[C:32](=[O:33])[N:34]2[CH2:35][CH2:36][CH:37]([CH2:40][C:41](=[O:42])[NH:50][CH2:49][CH:48]([CH3:47])[CH2:51][CH3:52])[CH2:38][CH2:39]2)[cH:9][n:10]1. The reactants are CCOc1cc(C(C)(C)C)ncc1C1=NC(C)(c2ccc(Cl)cc2)C(C)(c2ccc(Cl)cc2)N1C(=O)N1CCC(CC(=O)O)CC1, CCC(C)CN. Starting materials: amine, FC=1C=C(C=CC1C(F)(F)F)[C@@H]([C@H]1NCCC1)NC(=O)C1=CC=C2C=NC(=NC2=C1)NC1CCOCC1 (2-(Tetrahydropyran-4-ylamino)-quinazoline-7-carboxylic acid [(S)-(3-fluoro-4-trifluoromethyl-phenyl)-(S)-pyrrolidin-2-yl-methyl]-amide), FC=1C=C(C=CC1C(F)(F)F)[C@H]([C@H]1NCCC1)NC(=O)C1=CC=C2C=NC(=NC2=C1)NC(C)C (2-isopropylamino-quinazoline-7-carboxylic acid [(S)-(3-fluoro-4-trifluoromethyl-phenyl)-(R)-pyrrolidin-2-yl-methyl]-amide), FC=1C=C(C=CC1C(F)(F)F)[C@H]([C@H]1NCCC1)NC(=O)C1=CC=C2C=NC(=NC2=C1)NC1CCOCC1 (2-(tetrahydropyran-4-ylamino)-quinazoline-7-carboxylic acid [(S)-(3-fluoro-4-trifluoromethyl-phenyl)-(R)-pyrrolidin-2-yl-methyl]-amide), ClC=1C=C(C=CC1F)[C@@H]([C@H]1CNCC1)NC(=O)C1=CC=C2C=NC(=NC2=C1)NC1CCOCC1 (2-(tetrahydropyran-4-ylamino)-quinazoline-7-carboxylic acid [(R)-(3-chloro-4-fluoro-phenyl)-(R)-pyrrolidin-3-yl-methyl]-amide), ClC=1C=C(C=CC1F)[C@H]([C@H]1CNCC1)NC(=O)C1=CC=C2C=NC(=NC2=C1)NC1CCOCC1 (2-(tetrahydropyran-4-ylamino)-quinazoline-7-carboxylic acid [(R)-(3-chloro-4-fluoro-phenyl)-(S)-pyrrolidin-3-yl-methyl]-amide), ClC=1C=C(C=CC1F)[C@H]([C@@H]1CNCC1)NC(=O)C1=CC=C2C=NC(=NC2=C1)NC1CCOCC1 (2-(tetrahydropyran-4-ylamino)-quinazoline-7-carboxylic acid [(S)-(3-chloro-4-fluoro-phenyl)-(S)-pyrrolidin-3-yl-methyl]-amide), ClC=1C=C(C=CC1F)[C@@H]([C@@H]1CNCC1)NC(=O)C1=CC=C2C=NC(=NC2=C1)NC1CCOCC1 (2-(tetrahydropyran-4-ylamino)-quinazoline-7-carboxylic acid [(S)-(3-chloro-4-fluoro-phenyl)-(R)-pyrrolidin-3-yl-methyl]-amide), ClC1=C(C=C(C=C1)[C@H]([C@H]1NCCC1)NC(=O)C1=CC=C2C=NC(=NC2=C1)NC1CCOCC1)F (2-(tetrahydropyran-4-ylamino)-quinazoline-7-carboxylic acid [(S)-(4-chloro-3-fluoro-phenyl)-(R)-pyrrolidin-2-yl-methyl]-amide), FC=1C=C(C=CC1OC)[C@H]([C@H]1NCCC1)NC(=O)C1=CC=C2C=NC(=NC2=C1)NC1CCOCC1 (2-(tetrahydropyran-4-ylamino)-quinazoline-7-carboxylic acid [(S)-(3-fluoro-4-methoxy-phenyl)-(R)-pyrrolidin-2-yl-methyl]-amide), FC=1C=C(C=CC1OC)[C@H]([C@H]1NCCC1)NC(=O)C1=CC=C2C=NC(=NC2=C1)N[C@H](C)C1CC1 (2-((R)-1-cyclopropyl-ethylamino)-quinazoline-7-carboxylic acid [(S)-(3-fluoro-4-methoxy-phenyl)-(R)-pyrrolidin-2-yl-methyl]-amide), FC=1C=C(C=CC1OC)[C@@H]([C@@H]1NC[C@H](C1)F)NC(=O)C1=CC=C2C=NC(=NC2=C1)NC1CCOCC1 (2-(tetrahydropyran-4-ylamino)-quinazoline-7-carboxylic acid [(S)-(3-fluoro-4-methoxy-phenyl)-((2R,4S)-4-fluoro-pyrrolidin-2-yl)-methyl]-amide), ClC1=C(C=C(C=C1)[C@@H]([C@@H]1N[C@@H](CC1)C)NC(=O)C1=CC=C2C=NC(=NC2=C1)NC1CCOCC1)F (2-(tetrahydropyran-4-ylamino)-quinazoline-7-carboxylic acid [(S)-(4-chloro-3-fluoro-phenyl)-((2R,5R)-5-methyl-pyrrolidin-2-yl)-methyl]-amide), N1=C(N=CC2=CC=CC=C12)C(=O)O (quinazoline-2-carboxylic acid). Yields the product ClC1=C(C=C(C=C1)[C@@H]([C@H]1NCCC1)NC(=O)C1=CC=C2C=NC(=NC2=C1)N[C@H](C(F)(F)F)C)F (2-((S)-2,2,2-trifluoro-1-methyl-ethylamino)-quinazoline-7-carboxylic acid [(S)-(4-chloro-3-fluoro-phenyl)-(S)-pyrrolidin-2-yl-methyl]-amide). RXN SMILES: [F:1][C:2]1[CH:3]=[C:4]([C@H:12]([NH:18][C:19]([C:21]2[CH:30]=[C:29]3[C:24]([CH:25]=[N:26][C:27]([NH:31][CH:32]4CCOC[CH2:33]4)=[N:28]3)=[CH:23][CH:22]=2)=[O:20])[C@@H:13]2[CH2:17][CH2:16][CH2:15][NH:14]2)[CH:5]=[CH:6][C:7]=1C(F)(F)F.FC1C=C([C@@H](NC(C2C=C3C(C=NC(NC(C)C)=N3)=CC=2)=O)[C@@H]2CCCN2)C=CC=1[C:45]([F:48])([F:47])[F:46].FC1C=C([C@@H](NC(C2C=C3C(C=NC(NC4CCOCC4)=N3)=CC=2)=O)[C@@H]2CCCN2)C=CC=1C(F)(F)F.[Cl:109]C1C=C([C@H](NC(C2C=C3C(C=NC(NC4CCOCC4)=N3)=CC=2)=O)[C@@H]2CCNC2)C=CC=1F.ClC1C=C([C@@H](NC(C2C=C3C(C=NC(NC4CCOCC4)=N3)=CC=2)=O)[C@@H]2CCNC2)C=CC=1F.ClC1C=C([C@@H](NC(C2C=C3C(C=NC(NC4CCOCC4)=N3)=CC=2)=O)[C@H]2CCNC2)C=CC=1F.ClC1C=C([C@H](NC(C2C=C3C(C=NC(NC4CCOCC4)=N3)=CC=2)=O)[C@H]2CCNC2)C=CC=1F.ClC1C=CC([C@@H](NC(C2C=C3C(C=NC(NC4CCOCC4)=N3)=CC=2)=O)[C@@H]2CCCN2)=CC=1F.FC1C=C([C@@H](NC(C2C=C3C(C=NC(NC4CCOCC4)=N3)=CC=2)=O)[C@@H]2CCCN2)C=CC=1OC.FC1C=C([C@@H](NC(C2C=C3C(C=NC(N[C@@H](C4CC4)C)=N3)=CC=2)=O)[C@@H]2CCCN2)C=CC=1OC.FC1C=C([C@H](NC(C2C=C3C(C=NC(NC4CCOCC4)=N3)=CC=2)=O)[C@H]2C[C@H](F)CN2)C=CC=1OC.ClC1C=CC([C@H](NC(C2C=C3C(C=NC(NC4CCOCC4)=N3)=CC=2)=O)[C@H]2CC[C@@H](C)N2)=CC=1F.N1C2C(=CC=CC=2)C=NC=1C(O)=O>>[Cl:109][C:7]1[CH:6]=[CH:5][C:4]([C@H:12]([NH:18][C:19]([C:21]2[CH:30]=[C:29]3[C:24]([CH:25]=[N:26][C:27]([NH:31][C@@H:32]([CH3:33])[C:45]([F:48])([F:47])[F:46])=[N:28]3)=[CH:23][CH:22]=2)=[O:20])[C@@H:13]2[CH2:17][CH2:16][CH2:15][NH:14]2)=[CH:3][C:2]=1[F:1]. Procedure: 2-(Tetrahydropyran-4-ylamino)-quinazoline-7-carboxylic acid [(S)-(3-fluoro-4-trifluoromethyl-phenyl)-(S)-pyrrolidin-2-yl-methyl]-amide (I-3), 2-isopropylamino-quinazoline-7-carboxylic acid [(S)-(3-fluoro-4-trifluoromethyl-phenyl)-(R)-pyrrolidin-2-yl-methyl]-amide (I5) 2-(tetrahydropyran-4-ylamino)-quinazoline-7-carboxylic acid [(S)-(3-fluoro-4-trifluoromethyl-phenyl)-(R)-pyrrolidin-2-yl-methyl]-amide (I-7), 2-(tetrahydropyran-4-ylamino)-quinazoline-7-carboxylic acid [(R)-(3-chloro-4-fluoro-pheny... Starting materials: C1CCOC1, O=C1c2cccc3cc(Br)cc(c23)C(=O)N1OCc1ccccc1, C[Zn]C, Cl[Pd]Cl, c1ccc(P(c2ccccc2)c2ccccc2)cc1, c1ccc(P(c2ccccc2)c2ccccc2)cc1. Product: Cc1cc2c3c(cccc3c1)C(=O)N(OCc1ccccc1)C2=O. RXN SMILES: [CH2:28]1[O:29][CH2:30][CH2:31][CH2:32]1.[CH2:4]([c:5]1[cH:6][cH:7][cH:8][cH:9][cH:10]1)[O:11][N:12]1[C:13](=[O:27])[c:14]2[cH:15][cH:16][cH:17][c:18]3[c:19]2[c:20]([cH:23][c:24]([Br:26])[cH:25]3)[C:21]1=[O:22].[CH3:1][Zn:2][CH3:3].[Pd:33]([Cl:34])[Cl:35].[c:36]1([P:37]([c:38]2[cH:39][cH:40][cH:41][cH:42][cH:43]2)[c:44]2[cH:45][cH:46][cH:47][cH:48][cH:49]2)[cH:50][cH:51][cH:52][cH:53][cH:54]1.[c:55]1([P:56]([c:57]2[cH:58][cH:59][cH:60][cH:61][cH:62]2)[c:63]2[cH:64][cH:65][cH:66][cH:67][cH:68]2)[cH:69][cH:70][cH:71][cH:72][cH:73]1>>[CH3:1][c:24]1[cH:23][c:20]2[c:19]3[c:14]([cH:15][cH:16][cH:17][c:18]3[cH:25]1)[C:13](=[O:27])[N:12]([O:11][CH2:4][c:5]1[cH:6][cH:7][cH:8][cH:9][cH:10]1)[C:21]2=[O:22]. Procedure: A suspension of 10.0 g (34.8 mmol) of 3-chloro-2-(4-methoxyphenyl)-5-trifluoromethylpyridine in 50 ml of 47% strength hydrobromic acid was heated at reflux temperatures for two hours. After cooling, the reaction mixture was diluted with 200 ml of water. After cooling for a few hours, the resulting crystals were separated off, washed with water and dried under reduced pressure. Yield: 8.0 g (84%) of colorless crystals. The solvent is O (water). The reactants are ClC=1C(=NC=C(C1)C(F)(F)F)C1=CC=C(C=C1)OC (3-chloro-2-(4-methoxyphenyl)-5-trifluoromethylpyridine), Br (hydrobromic acid). As a reaction SMILES: [Cl:1][C:2]1[C:3]([C:12]2[CH:17]=[CH:16][C:15]([O:18]C)=[CH:14][CH:13]=2)=[N:4][CH:5]=[C:6]([C:8]([F:11])([F:10])[F:9])[CH:7]=1.Br>O>[Cl:1][C:2]1[C:3]([C:12]2[CH:17]=[CH:16][C:15]([OH:18])=[CH:14][CH:13]=2)=[N:4][CH:5]=[C:6]([C:8]([F:11])([F:9])[F:10])[CH:7]=1. The product is ClC=1C(=NC=C(C1)C(F)(F)F)C1=CC=C(C=C1)O (3-Chloro-2-(4-hydroxyphenyl)-5-trifluoromethylpyridine).